Dataset: the Open Reaction Database (ORD), a public repository of structured organic reaction records. Task: describe an organic reaction: reactants, conditions, products, and yield Starting materials: Fc1ccc(Br)cc1, C1CCOC1, Cc1ccc(C=O)c(C)c1, [Cl-], I, [Mg], [NH4+]. Product: Cc1ccc(C(O)c2ccc(F)cc2)c(C)c1. As a reaction SMILES: [Br:3][c:4]1[cH:5][cH:6][c:7]([F:10])[cH:8][cH:9]1.[CH2:23]1[O:24][CH2:25][CH2:26][CH2:27]1.[CH3:11][c:12]1[c:13]([CH:14]=[O:15])[cH:16][cH:17][c:18]([CH3:20])[cH:19]1.[Cl-:21].[I:2].[Mg:1].[NH4+:22]>>[c:4]1([CH:14]([c:13]2[c:12]([CH3:11])[cH:19][c:18]([CH3:20])[cH:17][cH:16]2)[OH:15])[cH:5][cH:6][c:7]([F:10])[cH:8][cH:9]1. Reactants: C1(CCCCC1)N[C@H](C(=O)O)C(C)C ((S)-2-Cyclohexylamino-3-methyl-butyric acid), Cl.FC1=CC=C(C=C1)C(CCCN)C1=CC=C(C=C1)F (4,4-bis-(4-fluoro-phenyl)-butylamine monohydrochloride), C(C)(C)N(C(C)C)CC (N,N-diisopropylethylamine), C[O-].C(C1=CC=CC=C1)[N+](C)(C)C (benzyltrimethylammonium methoxide), O-benzotriazol-1-yl-N,N,N′,N′-bis(tetramethylene)uronium hexafluorophosphate. The solvent is CN(C)C=O (DMF), C(C)OCC (diethyl ether). Conditions: temperature 25 celsius, time 30 minute. Product: FC1=CC=C(C=C1)C(CCCNC([C@H](C(C)C)NC1CCCCC1)=O)C1=CC=C(C=C1)F ((S)-N-[4,4-Bis-(4-fluoro-phenyl)-butyl]-2-cyclohexylamino-3-methyl-butyramide). Yield: 3.9%. As a reaction SMILES: [CH:1]1([NH:7][C@@H:8]([CH:12]([CH3:14])[CH3:13])[C:9]([OH:11])=O)[CH2:6][CH2:5][CH2:4][CH2:3][CH2:2]1.Cl.[F:16][C:17]1[CH:22]=[CH:21][C:20]([CH:23]([C:28]2[CH:33]=[CH:32][C:31]([F:34])=[CH:30][CH:29]=2)[CH2:24][CH2:25][CH2:26][NH2:27])=[CH:19][CH:18]=1.C(N(CC)C(C)C)(C)C.C[O-].C([N+](C)(C)C)C1C=CC=CC=1>CN(C=O)C.C(OCC)C>[F:16][C:17]1[CH:22]=[CH:21][C:20]([CH:23]([C:28]2[CH:29]=[CH:30][C:31]([F:34])=[CH:32][CH:33]=2)[CH2:24][CH2:25][CH2:26][NH:27][C:9](=[O:11])[C@@H:8]([NH:7][CH:1]2[CH2:2][CH2:3][CH2:4][CH2:5][CH2:6]2)[CH:12]([CH3:14])[CH3:13])=[CH:19][CH:18]=1 |f:1.2,4.5|. Reported procedure: A solution of 335 mg (1.68 mmol) 2-(cyclohexylamino)-3-methylbutyric acid (Example 69, Step A), 500 mg (1.68 mmol) 4,4-bis-(4-fluoro-phenyl)-butylamine monohydrochloride, 0.29 mL (1.68 mmol) N,N-diisopropylethylamine, and 1.5 mL (3.36 mmol) benzyltrimethylammonium methoxide (40% solution in methanol) in 4 mL dry DMF was cooled to 3° C., and 637° mg (1.68 mmol) O-benzotriazol-1-yl-N,N,N′,N′-bis(tetramethylene)uronium hexafluorophosphate was added and the resulting mixture stirred at 3° for 30 min... Starting materials: [Br-], CCOC(=O)CBr, CC(C)(C)OC(=O)N(Cc1ccccc1)C1CCCc2ccc(O)cc2C1, CCCC[N+](CCCC)(CCCC)CCCC, CN(C)C=O, [H-], [Na+], [Na+], O=C([O-])O. Yields the product CCOC(=O)COc1ccc2c(c1)CC(N(Cc1ccccc1)C(=O)OC(C)(C)C)CCC2. As a reaction SMILES: [Br-:47].[Br:30][CH2:31][C:32](=[O:33])[O:34][CH2:35][CH3:36].[CH2:3]([c:4]1[cH:5][cH:6][cH:7][cH:8][cH:9]1)[N:10]([CH:11]1[CH2:12][c:13]2[c:14]([cH:18][cH:19][c:20]([OH:22])[cH:21]2)[CH2:15][CH2:16][CH2:17]1)[C:23](=[O:24])[O:25][C:26]([CH3:27])([CH3:28])[CH3:29].[CH2:48]([N+:49]([CH2:50][CH2:51][CH2:52][CH3:53])([CH2:54][CH2:55][CH2:56][CH3:57])[CH2:58][CH2:59][CH2:60][CH3:61])[CH2:62][CH2:63][CH3:64].[CH3:42][N:43]([CH3:44])[CH:45]=[O:46].[H-:1].[Na+:2].[Na+:37].[OH:38][C:39](=[O:40])[O-:41]>>[CH2:3]([c:4]1[cH:5][cH:6][cH:7][cH:8][cH:9]1)[N:10]([CH:11]1[CH2:12][c:13]2[c:14]([cH:18][cH:19][c:20]([O:22][CH2:31][C:32](=[O:33])[O:34][CH2:35][CH3:36])[cH:21]2)[CH2:15][CH2:16][CH2:17]1)[C:23](=[O:24])[O:25][C:26]([CH3:27])([CH3:28])[CH3:29]. Starting materials: OCCCCCCBr, CS(C)=O, [H-], [Na+], O, Cn1cnc2c1c(=O)[nH]c(=O)n2C. Product: Cn1cnc2c1c(=O)n(CCCCCCO)c(=O)n2C. As a reaction SMILES: [Br:16][CH2:17][CH2:18][CH2:19][CH2:20][CH2:21][CH2:22][OH:23].[CH3:25][S:26]([CH3:27])=[O:28].[H-:14].[Na+:15].[OH2:24].[nH:1]1[c:2](=[O:3])[n:4]([CH3:5])[c:6]2[n:7][cH:8][n:9]([CH3:10])[c:11]2[c:12]1=[O:13]>>[n:1]1([CH2:17][CH2:18][CH2:19][CH2:20][CH2:21][CH2:22][OH:23])[c:2](=[O:3])[n:4]([CH3:5])[c:6]2[n:7][cH:8][n:9]([CH3:10])[c:11]2[c:12]1=[O:13]. Starting materials: [C-]#N, CN(C)C=O, NCCN, Nc1c([N+](=O)[O-])ccc2c(Br)cccc12, O. The product is N#Cc1cccc2c(N)c([N+](=O)[O-])ccc12. As a reaction SMILES: [C-:16]#[N:17].[CH3:22][N:23]([CH3:24])[CH:25]=[O:26].[NH2:18][CH2:19][CH2:20][NH2:21].[NH2:1][c:2]1[c:3]([N+:13](=[O:14])[O-:15])[cH:4][cH:5][c:6]2[c:7]([Br:12])[cH:8][cH:9][cH:10][c:11]12.[OH2:27]>>[NH2:1][c:2]1[c:3]([N+:13](=[O:14])[O-:15])[cH:4][cH:5][c:6]2[c:7]([C:19]#[N:18])[cH:8][cH:9][cH:10][c:11]12. The reactants are FC=1C=C(C=NC1)CN ((5-fluoropyridin-3-yl)methanamine), N1=CC=C(C=C1)CN (pyridin-4-ylmethanamine), C1(CC1)CN1C(N(CC1)C=1SC(=C(N1)C)C(=O)O)=O (2-(3-(cyclopropylmethyl)-2-oxoimidazolidin-1-yl)-4-methylthiazole-5-carboxylic acid). Yields the product C1(CC1)CN1C(N(CC1)C=1SC(=C(N1)C)C(=O)NCC1=CC=NC=C1)=O (2-(3-(cyclopropylmethyl)-2-oxoimidazolidin-1-yl)-4-methyl-N-(pyridin-4-ylmethyl)thiazole-5-carboxamide). Isolated yield 43.0%. RXN SMILES: FC1C=C(CN)C=NC=1.[N:10]1[CH:15]=[CH:14][C:13]([CH2:16][NH2:17])=[CH:12][CH:11]=1.[CH:18]1([CH2:21][N:22]2[CH2:26][CH2:25][N:24]([C:27]3[S:28][C:29]([C:33](O)=[O:34])=[C:30]([CH3:32])[N:31]=3)[C:23]2=[O:36])[CH2:20][CH2:19]1>>[CH:18]1([CH2:21][N:22]2[CH2:26][CH2:25][N:24]([C:27]3[S:28][C:29]([C:33]([NH:17][CH2:16][C:13]4[CH:14]=[CH:15][N:10]=[CH:11][CH:12]=4)=[O:34])=[C:30]([CH3:32])[N:31]=3)[C:23]2=[O:36])[CH2:19][CH2:20]1. Procedure: Following the procedure as describe in Example 12, making variations as required to replace (5-fluoropyridin-3-yl)methanamine with pyridin-4-ylmethanamine to react with 2-(3-(cyclopropylmethyl)-2-oxoimidazolidin-1-yl)-4-methylthiazole-5-carboxylic acid, the title compound was obtained as a colorless solid in 43% yield: mp >200° C. (dichloromethane/hexanes); 1H NMR (300 MHz, CDCl3) δ 8.55-8.53 (m, 2H), 7.23 (d, J=6.0 Hz, 2H), 6.17-6.13 (m, 1H), 4.57 (d, J=6.0 Hz, 2H), 4.14-4.09 (m, 2H), 3.73-3.68... Starting materials: O=S(=O)(Cl)c1cnc(Cl)c(Br)c1, CCOC(C)=O, Nc1ccccc1Oc1ccc(Cl)cc1Cl, Cl, Cl, c1ccncc1. Yields the product O=S(=O)(Nc1ccccc1Oc1ccc(Cl)cc1Cl)c1cnc(Cl)c(Br)c1. Reaction SMILES: [Br:18][c:19]1[cH:20][c:21]([S:26](=[O:27])(=[O:28])[Cl:29])[cH:22][n:23][c:24]1[Cl:25].[CH3:36][CH2:37][O:38][C:39](=[O:40])[CH3:41].[Cl:1][c:2]1[c:3]([O:4][c:5]2[c:6]([NH2:7])[cH:8][cH:9][cH:10][cH:11]2)[cH:12][cH:13][c:14]([Cl:16])[cH:15]1.[ClH:17].[ClH:42].[cH:30]1[cH:31][cH:32][n:33][cH:34][cH:35]1>>[Cl:1][c:2]1[c:3]([O:4][c:5]2[c:6]([NH:7][S:26]([c:21]3[cH:20][c:19]([Br:18])[c:24]([Cl:25])[n:23][cH:22]3)(=[O:27])=[O:28])[cH:8][cH:9][cH:10][cH:11]2)[cH:12][cH:13][c:14]([Cl:16])[cH:15]1.